This data is from the Open Reaction Database (ORD), a public repository of structured organic reaction records. The task is: describe an organic reaction: reactants, conditions, products, and yield The reactants are CN(C)C=O, [Ca+2], CC1OC1(Cn1cncn1)c1ccc(F)cc1F, O=C([O-])[O-], N#Cc1ccc(C=Cc2cn[nH]c2)cc1. The product is CC(n1cc(C=Cc2ccc(C#N)cc2)cn1)C(O)(Cn1cncn1)c1ccc(F)cc1F. As a reaction SMILES: [CH3:39][N:40]([CH3:41])[CH:42]=[O:43].[Ca+2:19].[F:1][c:2]1[c:3]([C:9]2([CH2:13][n:14]3[n:15][cH:16][n:17][cH:18]3)[O:10][CH:11]2[CH3:12])[cH:4][cH:5][c:6]([F:8])[cH:7]1.[O-:20][C:21](=[O:22])[O-:23].[nH:24]1[n:25][cH:26][c:27]([CH:29]=[CH:30][c:31]2[cH:32][cH:33][c:34]([C:35]#[N:36])[cH:37][cH:38]2)[cH:28]1>>[F:1][c:2]1[c:3]([C:9]([OH:10])([CH:11]([CH3:12])[n:24]2[n:25][cH:26][c:27]([CH:29]=[CH:30][c:31]3[cH:32][cH:33][c:34]([C:35]#[N:36])[cH:37][cH:38]3)[cH:28]2)[CH2:13][n:14]2[n:15][cH:16][n:17][cH:18]2)[cH:4][cH:5][c:6]([F:8])[cH:7]1. The reactants are OOS(=O)[O-].[K+] (Oxone), Cl.FC1=C(C=CC(=C1)SC)C1=CC=C(C=N1)O (6-[2-fluoro-4-(methylthio)phenyl]-3-pyridinol hydrochloride), CC(=O)C (acetone). Run in O (water). Run at time 8 hour. Yields the product FC1=C(C=CC(=C1)S(=O)(=O)C)C1=CC=C(C=N1)O (6-[2-fluoro-4-(methylsulfonyl)phenyl]-3-pyridinol). Yield: 65.0%. As a reaction SMILES: O[O:2][S:3]([O-:5])=O.[K+].Cl.[F:8][C:9]1[CH:14]=[C:13](SC)[CH:12]=[CH:11][C:10]=1[C:17]1[N:22]=[CH:21][C:20]([OH:23])=[CH:19][CH:18]=1.[CH3:24]C(C)=O>O>[F:8][C:9]1[CH:14]=[C:13]([S:3]([CH3:24])(=[O:5])=[O:2])[CH:12]=[CH:11][C:10]=1[C:17]1[N:22]=[CH:21][C:20]([OH:23])=[CH:19][CH:18]=1 |f:0.1,2.3|. Procedure: Oxone® (9.05 g, 14.7 mmol) was added to a solution of 6-[2-fluoro-4-(methylthio)phenyl]-3-pyridinol hydrochloride (prepared as in Example 176, Step 1, 2 g, 7.4 mmol) in acetone (45 mL) and water (15 mL) at room temperature. The mixture was stirred at room temperature overnight. The reaction was filtered to remove the solid, and washed by CH2Cl2. The filtrate was brought to pH=7 with 2M Na2CO3 and was extracted with CH2Cl2. The organic extract was washed with brine, dried over Na2SO4, and evapora... Starting materials: C1CCOC1, CSCCC1NC2(CCN(C(=O)OC(C)(C)C)CC2)NC1=O, [Cl-], ClCc1ccccc1, [H-], [NH4+], [Na+]. The product is CSCCC1NC2(CCN(C(=O)OC(C)(C)C)CC2)N(Cc2ccccc2)C1=O. Reaction SMILES: [CH2:35]1[O:36][CH2:37][CH2:38][CH2:39]1.[CH3:1][S:2][CH2:3][CH2:4][CH:5]1[C:6](=[O:22])[NH:7][C:8]2([NH:9]1)[CH2:10][CH2:11][N:12]([C:15](=[O:16])[O:17][C:18]([CH3:19])([CH3:20])[CH3:21])[CH2:13][CH2:14]2.[Cl-:33].[Cl:25][CH2:26][c:27]1[cH:28][cH:29][cH:30][cH:31][cH:32]1.[H-:24].[NH4+:34].[Na+:23]>>[CH3:1][S:2][CH2:3][CH2:4][CH:5]1[C:6](=[O:22])[N:7]([CH2:26][c:27]2[cH:28][cH:29][cH:30][cH:31][cH:32]2)[C:8]2([NH:9]1)[CH2:10][CH2:11][N:12]([C:15](=[O:16])[O:17][C:18]([CH3:19])([CH3:20])[CH3:21])[CH2:13][CH2:14]2. Starting materials: COC(=O)c1ccc(C2CCN(C(=O)OC(C)(C)C)CC2)cc1, C1CCOC1, CO, [Na+], [OH-]. Product: CC(C)(C)OC(=O)N1CCC(c2ccc(C(=O)O)cc2)CC1. RXN SMILES: [C:1]([CH3:2])([CH3:3])([CH3:4])[O:5][C:6](=[O:7])[N:8]1[CH2:9][CH2:10][CH:11]([c:14]2[cH:15][cH:16][c:17]([C:20](=[O:21])[O:22][CH3:23])[cH:18][cH:19]2)[CH2:12][CH2:13]1.[CH2:24]1[O:25][CH2:26][CH2:27][CH2:28]1.[CH3:31][OH:32].[Na+:30].[OH-:29]>>[C:1]([CH3:2])([CH3:3])([CH3:4])[O:5][C:6](=[O:7])[N:8]1[CH2:9][CH2:10][CH:11]([c:14]2[cH:15][cH:16][c:17]([C:20](=[O:21])[OH:22])[cH:18][cH:19]2)[CH2:12][CH2:13]1.